The task is: describe an organic reaction: reactants, conditions, products, and yield. This data is from the Open Reaction Database (ORD), a public repository of structured organic reaction records. Starting materials: S(O)(O)(=O)=O (sulfuric acid), ClC1=C(C=C(C=C1)CS(=O)(=O)CC1=CC(=C(C=C1)Cl)[N+](=O)[O-])[N+](=O)[O-] (4-chloro-3-nitrophenylmethylsulfone), [OH-].[Na+] (sodium hydroxide), [OH-].[Na+] (sodium hydroxide). Run in O (water). Reaction conditions: temperature 90 celsius, time 3.5 hour. Product: OC1=C(C=C(C=C1)CS(=O)(=O)CC1=CC(=C(C=C1)O)[N+](=O)[O-])[N+](=O)[O-] (4-Hydroxy-3-nitrophenylmethylsulfone). RXN SMILES: Cl[C:2]1[CH:7]=[CH:6][C:5]([CH2:8][S:9]([CH2:12][C:13]2[CH:18]=[CH:17][C:16](Cl)=[C:15]([N+:20]([O-:22])=[O:21])[CH:14]=2)(=[O:11])=[O:10])=[CH:4][C:3]=1[N+:23]([O-:25])=[O:24].[OH-:26].[Na+].S(=O)(=O)(O)[OH:29]>O>[OH:26][C:2]1[CH:7]=[CH:6][C:5]([CH2:8][S:9]([CH2:12][C:13]2[CH:18]=[CH:17][C:16]([OH:29])=[C:15]([N+:20]([O-:22])=[O:21])[CH:14]=2)(=[O:11])=[O:10])=[CH:4][C:3]=1[N+:23]([O-:25])=[O:24] |f:1.2|. Procedure: 25.6 kg of 4-chloro-3-nitrophenylmethylsulfone are stirred slowly into 4 kg of 30% aqueous sodium hydroxide and the mixture is diluted continuously with water to a volume of about 50 liters. The reaction mixture is heated to 90° C. and then a further 29 kg of 30% aqueous sodium hydroxide are added, with stirring, over 3 to 4 hours. The mixture is then heated for 90 minutes to 103° C. After it has cooled to about 60° C., the solution is adjusted with 16% sulfuric acid to a pH value of about 1.5, ... The reactants are O.O.[Sn](Cl)Cl (tin (II) chloride dihydrate), ClC1=C(C(=CC=C1)Cl)C1=NOC(=N1)C1=CC(=CC=C1)[N+](=O)[O-] (3-(2,6-dichlorophenyl)-5-(3-nitrophenyl)-1,2,4-oxadiazole), [Sn](Cl)Cl (tin (II) chloride). The solvent is C(C)(=O)OCC (ethyl acetate), C(C)(=O)OCC (ethyl acetate). Conditions: time 1 hour. The product is ClC1=C(C(=CC=C1)Cl)C1=NOC(=N1)C1=CC(=CC=C1)N (3-(2,6-dichlorophenyl)-5-(3-aminophenyl)-1,2,4-oxadiazole). As a reaction SMILES: [Cl:1][C:2]1[CH:7]=[CH:6][CH:5]=[C:4]([Cl:8])[C:3]=1[C:9]1[N:13]=[C:12]([C:14]2[CH:19]=[CH:18][CH:17]=[C:16]([N+:20]([O-])=O)[CH:15]=2)[O:11][N:10]=1.O.O.[Sn](Cl)Cl.[Sn](Cl)Cl>C(OCC)(=O)C>[Cl:8][C:4]1[CH:5]=[CH:6][CH:7]=[C:2]([Cl:1])[C:3]=1[C:9]1[N:13]=[C:12]([C:14]2[CH:19]=[CH:18][CH:17]=[C:16]([NH2:20])[CH:15]=2)[O:11][N:10]=1 |f:1.2.3|. Procedure details: The nitro oxadiazole prepared in Step 1 (200 mg) was dissolved in ethyl acetate (20 mL) and tin (II) chloride dihydrate (162 mg, 1.2 molar equivalent) was added. The mixture was stirred at room temperature for 1 h. An additional 1.2 molar equivalents of tin (II) chloride was added. After a further 4 h at room temperature, the reaction mixture was diluted with ethyl acetate and washed three times with water. The organic layer was dried over anhydrous sodium sulfate, filtered and concentrated unde... Reactants: [BH4-].[Na+] (sodium borohydride), C12C3C4=C(C(C5=C(C31)C=CC=C5)C2=O)C=CC=C4 (1,1a,6,10b-tetrahydro-1,6-methano-dibenzo[a,e]cyclopropa[c]cyclohepten-11-one), solution, CN (methylamine). Solvent: CO (methanol), C(C)O (ethanol). Yields the product CNC1C2C3C4=C(C1C=1C(=C32)CC=CC1)C=CC=C4 (N-methyl-1,1a,6,10-tetrahydro-1,6-methano-dibenzo[a,e]cyclopropa[c]cycloheptene-11-amine). Reaction SMILES: [CH:1]12[C:13](=O)[CH:5]3[C:6]4[CH:12]=[CH:11][CH:10]=[CH:9][C:7]=4[CH:8]1[CH:2]2[C:3]1[CH:18]=[CH:17][CH:16]=[CH:15][C:4]=13.[CH3:19][NH2:20].[BH4-].[Na+]>CO.C(O)C>[CH3:19][NH:20][CH:1]1[CH:8]2[C:2]3[C:3]([CH2:18][CH:17]=[CH:16][CH:15]=3)=[C:4]3[CH:13]1[CH:5]3[C:6]1[CH:12]=[CH:11][CH:10]=[CH:9][C:7]=12 |f:2.3|. Procedure: An amount of 11.6 g (0.05 mole) of 1,1a,6,10b-tetrahydro-1,6-methano-dibenzo[a,e]cyclopropa[c]cyclohepten-11-one [V. Ioan, M. Popovici et al.: Tetrahedron Letters 38, 3383 (1965)] is dissolved in 200 ml of methanol, and 50 ml of a 33% solution of methylamine in ethanol added; the whole is heated, with stirring, to 35°, and subsequently stirred for a further hour at ca. 20°, whereby a thick precipitate is formed. There is then introduced into the reaction mixture with stirring, 3.8 g (0.1 mole) o... The solvent is CO (methanol). RXN SMILES: C([O:8][C:9]1[C:14](=[O:15])[N:13]=[C:12]([CH2:16][C:17]2[CH:22]=[CH:21][CH:20]=[CH:19][C:18]=2[C:23]2[CH:28]=[CH:27][CH:26]=[CH:25][CH:24]=2)[N:11]2[CH2:29][CH2:30][N:31]([CH3:34])[C:32](=[O:33])[C:10]=12)C1C=CC=CC=1.Cl>CO>[C:18]1([C:23]2[CH:28]=[CH:27][CH:26]=[CH:25][CH:24]=2)[CH:19]=[CH:20][CH:21]=[CH:22][C:17]=1[CH2:16][C:12]1[N:11]2[CH2:29][CH2:30][N:31]([CH3:34])[C:32](=[O:33])[C:10]2=[C:9]([OH:8])[C:14](=[O:15])[N:13]=1. Procedure details: To a stirred solution of 9-benzyloxy-6-biphenyl-2-ylmethyl-2-methyl-3,4-dihydro-2H-pyrazino[1,2-c]pyrimidine-1,8-dione (11-01) (350 mg, 0.776 mmol) in methanol (6 mL) was added concentrated HCl (3 mL) and the reaction mixture was stirred for 5 h at room temperature. After completion of the reaction, the volume of the reaction mixture was reduced by evaporation and the resultant mixture was basified with saturated aqueous NaHCO3 solution. The mixture was extracted with 10% methanol in dichloromet... Reactants: C(C1=CC=CC=C1)OC1=C2N(C(=NC1=O)CC1=C(C=CC=C1)C1=CC=CC=C1)CCN(C2=O)C (9-benzyloxy-6-biphenyl-2-ylmethyl-2-methyl-3,4-dihydro-2H-pyrazino[1,2-c]pyrimidine-1,8-dione), Cl (HCl). Isolated yield 24.2%. Product: C1(=C(C=CC=C1)CC1=NC(C(=C2N1CCN(C2=O)C)O)=O)C2=CC=CC=C2 (6-biphenyl-2-ylmethyl-9-hydroxy-2-methyl-3,4-dihydro-2H-pyrazino[1,2-c]pyrimidine-1,8-dione). Run at time 5 hour. Reactants: NC=1C(=NC(=CC1)Cl)I (3-amino-2-iodo-6-chloropyridine), S1C=NC2=C1C=C(C=C2)S(=O)(=O)Cl (6-benzothiazolesulfonyl chloride). Product: IC1=NC(=CC=C1NS(=O)(=O)C1=CC2=C(N=CS2)C=C1)Cl (N-(2-Iodo-6-chloro-3-pyridyl)-6-benzothiazolesulfonamide), solid. The yield is 33.0%. Reaction SMILES: [NH2:1][C:2]1[C:3]([I:9])=[N:4][C:5]([Cl:8])=[CH:6][CH:7]=1.[S:10]1[C:14]2[CH:15]=[C:16]([S:19](Cl)(=[O:21])=[O:20])[CH:17]=[CH:18][C:13]=2[N:12]=[CH:11]1>>[I:9][C:3]1[C:2]([NH:1][S:19]([C:16]2[CH:17]=[CH:18][C:13]3[N:12]=[CH:11][S:10][C:14]=3[CH:15]=2)(=[O:20])=[O:21])=[CH:7][CH:6]=[C:5]([Cl:8])[N:4]=1. Reported procedure: By working in a manner similar to that of Example 50, starting with 3-amino-2-iodo-6-chloropyridine and 6-benzothiazolesulfonyl chloride, the expected product is obtained in the form of an orange-colored solid (yield=33%). The reactants are CC(C)(C)[O-], Brc1cnc(I)nc1, [K+], C1CCOC1, O, OC1CN2CCC1CC2. Product: Brc1cnc(OC2CN3CCC2CC3)nc1. RXN SMILES: [CH3:10][C:11]([CH3:12])([O-:13])[CH3:14].[I:16][c:17]1[n:18][cH:19][c:20]([Br:23])[cH:21][n:22]1.[K+:15].[O:25]1[CH2:26][CH2:27][CH2:28][CH2:29]1.[OH2:24].[OH:1][CH:2]1[CH2:3][N:4]2[CH2:5][CH2:6][CH:7]1[CH2:8][CH2:9]2>>[O:1]([CH:2]1[CH2:3][N:4]2[CH2:5][CH2:6][CH:7]1[CH2:8][CH2:9]2)[c:17]1[n:18][cH:19][c:20]([Br:23])[cH:21][n:22]1. Reactants: S-hydridotris[1-(2-methylpropyl) 1,2-pyrrolidinedicarboxylato-O2]borate(1-), [BH4-].[Na+] (sodium borohydride), C(C(C)C)OC(=O)N1[C@H](C(=O)O)CCC1 ((S)-N-isobutyloxycarbonylproline), C(CC(O)(C(=O)O)CC(=O)O)(=O)O (citric acid), FC1=CC2=C(N=C3C=CC=CC3=C2C=C1)C (8-fluoro-6methylphenanthridine). Solvent: ClCCl (dichloromethane), C(C)(=O)OCC (ethyl acetate), ClCCl (dichloromethane), ClCCl (dichloromethane). Conditions: temperature 0 celsius, time 4 day. Yields the product FC=1C=C2[C@@H](NC=3C=CC=CC3C2=CC1)C ((S)-8-Fluoro-6-methyl-5,6-dihydrophenanthridine). Yield: 151.9%. Reaction SMILES: [F:1][C:2]1[CH:15]=[CH:14][C:13]2[C:4](=[C:5]([CH3:16])[N:6]=[C:7]3[C:12]=2[CH:11]=[CH:10][CH:9]=[CH:8]3)[CH:3]=1.[BH4-].[Na+].C(OC(N1CCC[C@H]1C(O)=O)=O)C(C)C.C(O)(=O)CC(CC(O)=O)(C(O)=O)O>ClCCl.C(OCC)(=O)C>[F:1][C:2]1[CH:3]=[C:4]2[C:13](=[CH:14][CH:15]=1)[C:12]1[CH:11]=[CH:10][CH:9]=[CH:8][C:7]=1[NH:6][C@H:5]2[CH3:16] |f:1.2|. Procedure: To a stirred suspension of sodium borohydride (9.28 g, 0.245 mole) in anhydrous tetrahydrofuran (372 mL) kept under nitrogen at 0° C. was added dropwise a solution of (S)-N-isobutyloxycarbonylproline (160 g, 0.743 mole; prepared according to S. Atarashi et al., J. Heterocyclic Chem. 28, 329 (1991)) in anhydrous tetrahydrofuran (372 mL). After stimring the reaction mixture overnight at room temperature the solvent was removed to provide a solid foam (168 g). This material was dissolved in dichlor... The reactants are N1C(=CC2=CC=CC=C12)C(=O)OCC (Ethyl indole-2-carboxylate). Reagents/catalysts: [Pt](=O)=O (platinum (IV) oxide). Solvent: C(C)(=O)O (acetic acid). Yields the product N1C(=CC=2CCCCC12)C(=O)OCC (Ethyl 4,5,6.7-tetrahydroindole-2-carboxylate). Isolated yield 33.3%. RXN SMILES: [NH:1]1[C:9]2[C:4](=[CH:5][CH:6]=[CH:7][CH:8]=2)[CH:3]=[C:2]1[C:10]([O:12][CH2:13][CH3:14])=[O:11]>C(O)(=O)C.[Pt](=O)=O>[NH:1]1[C:9]2[CH2:8][CH2:7][CH2:6][CH2:5][C:4]=2[CH:3]=[C:2]1[C:10]([O:12][CH2:13][CH3:14])=[O:11]. Procedure details: Ethyl indole-2-carboxylate (0.5 g) and platinum (IV) oxide (0.1 g) in acetic acid (20 ml) were stirred under an atmosphere of hydrogen for 16 hours at ambient temperature. The reaction was then filtered through a pad of celite and basified by addition of aqueous sodium hydroxide (2N). The resulting precipitate was filtered and dried in vacuo to give the product as a white solid (0.17 g, 33%), NMR d(CDCl3) 1.35 (3H, t), 1.80 (4H, m), 2.50 (2H, t), 2.60 (2H, t), 4.30 (2H, q), 6.65 (1H, d), 8.70 (1... Starting materials: O (water), BrCC1=CC(=CC=2C=C(OC21)C2=CC=C(C=C2)OC)OC (7-Bromomethyl-5-methoxy-2-(4-methoxy-phenyl)-benzofuran), C1COCCOCCOCCOCCOCCO1 (18-crown-6 ether), [C-]#N.[K+] (potassium cyanide). The solvent is CN(C=O)C (dimethylformamide). Conditions: temperature 80 celsius, time 2 hour. Product: COC=1C=C(C2=C(C=C(O2)C2=CC=C(C=C2)OC)C1)CC#N ([5-Methoxy-2-(4-methoxy-phenyl)-benzofuran-7-yl]-acetonitrile). Yield: 97.9%. As a reaction SMILES: Br[CH2:2][C:3]1[C:11]2[O:10][C:9]([C:12]3[CH:17]=[CH:16][C:15]([O:18][CH3:19])=[CH:14][CH:13]=3)=[CH:8][C:7]=2[CH:6]=[C:5]([O:20][CH3:21])[CH:4]=1.[C-:22]#[N:23].[K+].C1OCCOCCOCCOCCOCCOC1.O>CN(C)C=O>[CH3:21][O:20][C:5]1[CH:4]=[C:3]([CH2:2][C:22]#[N:23])[C:11]2[O:10][C:9]([C:12]3[CH:17]=[CH:16][C:15]([O:18][CH3:19])=[CH:14][CH:13]=3)=[CH:8][C:7]=2[CH:6]=1 |f:1.2|. Reported procedure: To a solution of benzyl bromide 17 (0.640 g, 1.843 mmole) in 100 mL dimethylformamide was added pulverized potassium cyanide (0.186 g, 2.76 mmole) and 18-crown-6 ether (0.786 g, 2.965 mmole). After stirring at 80° C. for 2 hours, the reaction mixture was cooled and poured into water and extracted with ethyl acetate. The combined organic phases were washed with saturated sodium bicarbonate, water, brine, and dried with magnesium sulfate. The organic phases were concentrated and the residue was lo... The reactants are O=C([O-])C(O)C(O)C(=O)[O-], COCCOc1cccc2ccc(C(=O)OC)cc12, CC(C)C[AlH]CC(C)C, CCOC(C)=O, ClCCl, [K+], [Na+]. Product: COCCOc1cccc2ccc(CO)cc12. Reaction SMILES: [C:35]([CH:36]([CH:37]([C:38]([O-:39])=[O:40])[OH:41])[OH:42])([O-:43])=[O:44].[CH3:10][O:11][CH2:12][CH2:13][O:14][c:15]1[cH:16][cH:17][cH:18][c:19]2[cH:20][cH:21][c:22]([C:25](=[O:26])[O:27][CH3:28])[cH:23][c:24]12.[CH3:1][CH:2]([CH2:3][AlH:4][CH2:5][CH:6]([CH3:7])[CH3:8])[CH3:9].[CH3:29][CH2:30][O:31][C:32](=[O:33])[CH3:34].[Cl:47][CH2:48][Cl:49].[K+:45].[Na+:46]>>[CH3:10][O:11][CH2:12][CH2:13][O:14][c:15]1[cH:16][cH:17][cH:18][c:19]2[cH:20][cH:21][c:22]([CH2:25][OH:26])[cH:23][c:24]12.